Dataset: the Open Reaction Database (ORD), a public repository of structured organic reaction records. Task: describe an organic reaction: reactants, conditions, products, and yield Starting materials: F[B-](F)(F)F, COc1ccc(CNc2nccc(Oc3ccc(NC(=O)CC(=O)Nc4ccc(F)cc4)cc3F)n2)cc1, CCN(C(C)C)C(C)C, Cl, Nc1ccc(Oc2ccnc(NCCN3CCOCC3)c2)c(F)c1, Nc1cc(Oc2ccc(NC(=S)NC(=O)Cc3ccc(F)cc3)cc2F)ncn1, CN(C)C=O, CN(C)C(On1nnc2ccccc21)=[N+](C)C. As a reaction SMILES: [B-:55]([F:56])([F:57])([F:58])[F:59].[CH3:86][O:87][c:88]1[cH:89][cH:90][c:91]([CH2:92][NH:93][c:94]2[n:95][c:96]([O:97][c:98]3[cH:99][cH:100][c:101]([NH:102][C:108]([CH2:109][C:110](=[O:111])[NH:112][c:113]4[cH:114][cH:115][c:116]([F:119])[cH:117][cH:118]4)=[O:120])[cH:103][c:104]3[F:105])[cH:106][cH:107][n:121]2)[cH:122][cH:123]1.[CH:77]([N:78]([CH2:79][CH3:80])[CH:81]([CH3:82])[CH3:83])([CH3:84])[CH3:85].[ClH:25].[NH2:1][c:2]1[cH:3][c:4]([F:24])[c:5]([O:6][c:7]2[cH:8][c:9]([NH:13][CH2:14][CH2:15][N:16]3[CH2:17][CH2:18][O:19][CH2:20][CH2:21]3)[n:10][cH:11][cH:12]2)[cH:22][cH:23]1.[NH2:26][c:27]1[n:28][cH:29][n:30][c:31]([O:32][c:33]2[cH:34][cH:35][c:36]([NH:37][C:38]([NH:39][C:40](=[O:41])[CH2:42][c:43]3[cH:44][cH:45][c:46]([F:47])[cH:48][cH:49]3)=[S:50])[cH:51][c:52]2[F:53])[cH:54]1.[O:124]=[CH:125][N:126]([CH3:127])[CH3:128].[n:60]1([O:61][C:62]([N:63]([CH3:64])[CH3:65])=[N+:66]([CH3:67])[CH3:68])[c:69]2[cH:70][cH:71][cH:72][cH:73][c:74]2[n:75][n:76]1>>[NH:1]([c:2]1[cH:3][c:4]([F:24])[c:5]([O:6][c:7]2[cH:8][c:9]([NH:13][CH2:14][CH2:15][N:16]3[CH2:17][CH2:18][O:19][CH2:20][CH2:21]3)[n:10][cH:11][cH:12]2)[cH:22][cH:23]1)[C:108]([CH2:109][C:110](=[O:111])[NH:112][c:113]1[cH:114][cH:115][c:116]([F:119])[cH:117][cH:118]1)=[O:120]. The product is O=C(CC(=O)Nc1ccc(Oc2ccnc(NCCN3CCOCC3)c2)c(F)c1)Nc1ccc(F)cc1. Run at temperature 80 celsius. Run in Cl (hydrochloric acid). Yields the product FC1=CC=C(C=C1)C=1N=C2N(N=C(C=C2)N2CCNCC2)C1C1=CC(=NC=C1)N (4-[2-(4-Fluorophenyl)-6-piperazin-1-ylimidazo[1,2-b]pyridazin-3-yl]pyrid-2-ylamine). Starting materials: 0.80, C(C1=CC=CC=C1)(C1=CC=CC=C1)=NC1=NC=CC(=C1)C1=C(N=C2N1N=C(C=C2)N2CCN(CC2)C(=O)OC(C)(C)C)C2=CC=C(C=C2)F (tert-butyl 4-[3-[2-(benzhydrylideneamino)pyrid-4-yl]-2-(4-fluorophenyl)imidazo[1,2-b]pyridazin-6-yl]piperazine-1-carboxylate). Procedure details: A suspension of 0.80 (1.22 mmol) of tert-butyl 4-[3-[2-(benzhydrylideneamino)pyrid-4-yl]-2-(4-fluorophenyl)imidazo[1,2-b]pyridazin-6-yl]piperazine-1-carboxylate in 70 mL of aqueous hydrochloric acid is maintained at 80° C. for about 1 hour 30 minutes. After cooling, the aqueous phase is washed twice with diethyl ether and then basified by addition of ice-cold aqueous ammonia. The product is extracted with chloroform and the organic phase obtained is washed with water, dried over sodium sulfate a... Reaction SMILES: C(=[N:14][C:15]1[CH:20]=[C:19]([C:21]2[N:25]3[N:26]=[C:27]([N:30]4[CH2:35][CH2:34][N:33](C(OC(C)(C)C)=O)[CH2:32][CH2:31]4)[CH:28]=[CH:29][C:24]3=[N:23][C:22]=2[C:43]2[CH:48]=[CH:47][C:46]([F:49])=[CH:45][CH:44]=2)[CH:18]=[CH:17][N:16]=1)(C1C=CC=CC=1)C1C=CC=CC=1>Cl>[F:49][C:46]1[CH:47]=[CH:48][C:43]([C:22]2[N:23]=[C:24]3[CH:29]=[CH:28][C:27]([N:30]4[CH2:31][CH2:32][NH:33][CH2:34][CH2:35]4)=[N:26][N:25]3[C:21]=2[C:19]2[CH:18]=[CH:17][N:16]=[C:15]([NH2:14])[CH:20]=2)=[CH:44][CH:45]=1. As a reaction SMILES: [CH3:1][S:2]([O:3][CH2:6][CH2:7][n:8]1[cH:9][cH:10][c:11]2[c:12]3[n:13]([c:14]([NH2:17])[n:15][c:16]12)[n:18][c:19](-[c:21]1[o:22][cH:23][cH:24][cH:25]1)[n:20]3)(=[O:4])=[O:5].[CH:41]([N:42]([CH2:43][CH3:44])[CH:45]([CH3:46])[CH3:47])([CH3:48])[CH3:49].[ClH:26].[F:27][c:28]1[c:29]([N:35]2[CH2:36][CH2:37][NH:38][CH2:39][CH2:40]2)[cH:30][c:31]([F:34])[cH:32][cH:33]1.[O:50]=[CH:51][N:52]([CH3:53])[CH3:54]>>[CH2:6]([CH2:7][n:8]1[cH:9][cH:10][c:11]2[c:12]3[n:13]([c:14]([NH2:17])[n:15][c:16]12)[n:18][c:19](-[c:21]1[o:22][cH:23][cH:24][cH:25]1)[n:20]3)[N:38]1[CH2:37][CH2:36][N:35]([c:29]2[c:28]([F:27])[cH:33][cH:32][c:31]([F:34])[cH:30]2)[CH2:40][CH2:39]1. Yields the product Nc1nc2c(ccn2CCN2CCN(c3cc(F)ccc3F)CC2)c2nc(-c3ccco3)nn12. The reactants are CS(=O)(=O)OCCn1ccc2c1nc(N)n1nc(-c3ccco3)nc21, CCN(C(C)C)C(C)C, Cl, Fc1ccc(F)c(N2CCNCC2)c1, CN(C)C=O. The reactants are O=C1CCCCN1, C1COCCO1, CCOC(C)=O, [Cu]I, Nc1ccc(I)cc1F, [K+], [K+], [K+], NC1CCCCC1N, O=P([O-])([O-])[O-]. The product is Nc1ccc(N2CCCCC2=O)cc1F. RXN SMILES: [C:10]1(=[O:16])[CH2:11][CH2:12][CH2:13][CH2:14][NH:15]1.[CH2:41]1[O:42][CH2:43][CH2:44][O:45][CH2:46]1.[CH3:33][CH2:34][O:35][C:36]([CH3:37])=[O:38].[Cu:39][I:40].[F:1][c:2]1[c:3]([NH2:4])[cH:5][cH:6][c:7]([I:9])[cH:8]1.[K+:22].[K+:23].[K+:24].[NH2:25][CH:26]1[CH2:27][CH2:28][CH2:29][CH2:30][CH:31]1[NH2:32].[P:17]([O-:18])([O-:19])([O-:20])=[O:21]>>[F:1][c:2]1[c:3]([NH2:4])[cH:5][cH:6][c:7]([N:15]2[C:10](=[O:16])[CH2:11][CH2:12][CH2:13][CH2:14]2)[cH:8]1. Reactants: Cc1cc(C2=CCN(C(=O)OC(C)(C)C)CC2)c2oc(C#N)c(Cc3ccccc3)c2c1, CCO. The product is Cc1cc(C2CCN(C(=O)OC(C)(C)C)CC2)c2oc(C#N)c(Cc3ccccc3)c2c1. RXN SMILES: [C:1]([CH3:2])([CH3:3])([CH3:4])[O:5][C:6](=[O:7])[N:8]1[CH2:9][CH2:10][C:11]([c:14]2[cH:15][c:16]([CH3:32])[cH:17][c:18]3[c:19]([CH2:25][c:26]4[cH:27][cH:28][cH:29][cH:30][cH:31]4)[c:20]([C:23]#[N:24])[o:21][c:22]23)=[CH:12][CH2:13]1.[CH3:33][CH2:34][OH:35]>>[C:1]([CH3:2])([CH3:3])([CH3:4])[O:5][C:6](=[O:7])[N:8]1[CH2:9][CH2:10][CH:11]([c:14]2[cH:15][c:16]([CH3:32])[cH:17][c:18]3[c:19]([CH2:25][c:26]4[cH:27][cH:28][cH:29][cH:30][cH:31]4)[c:20]([C:23]#[N:24])[o:21][c:22]23)[CH2:12][CH2:13]1. As a reaction SMILES: [CH3:1][O:2][C:3](=[O:4])[C:5]1([c:8]2[cH:9][c:10]([C:15]([CH3:16])=[O:17])[c:11]([OH:14])[cH:12][cH:13]2)[CH2:6][CH2:7]1.[CH3:22][C:23](=[O:24])[O-:25].[CH3:26][CH2:27][OH:28].[ClH:18].[NH2:19][OH:20].[Na+:21]>>[CH3:1][O:2][C:3](=[O:4])[C:5]1([c:8]2[cH:9][c:10]([C:15]([CH3:16])=[N:19][OH:20])[c:11]([OH:14])[cH:12][cH:13]2)[CH2:6][CH2:7]1. Product: COC(=O)C1(c2ccc(O)c(C(C)=NO)c2)CC1. Reactants: COC(=O)C1(c2ccc(O)c(C(C)=O)c2)CC1, CC(=O)[O-], CCO, Cl, NO, [Na+].